This data is from the Open Reaction Database (ORD), a public repository of structured organic reaction records. The task is: describe an organic reaction: reactants, conditions, products, and yield Reactants: C(=O)([O-])[O-].[K+].[K+] (K2CO3), C(C1=CC=CC=C1)=O (benzaldehyde), C(CO)O (ethylene glycol), C1(=CC=C(C=C1)S(=O)(=O)O)C (p-toluenesulfonic acid). Solvent: C1(=CC=CC=C1)C (toluene). The product is C1(=CC=CC=C1)C1OCCO1 (2-Phenyl-1,3-dioxolane). The yield is 81.8%. As a reaction SMILES: [CH:1](=[O:8])[C:2]1[CH:7]=[CH:6][CH:5]=[CH:4][CH:3]=1.[CH2:9](O)[CH2:10][OH:11].C1(C)C=CC(S(O)(=O)=O)=CC=1.C([O-])([O-])=O.[K+].[K+]>C1(C)C=CC=CC=1>[C:2]1([CH:1]2[O:11][CH2:10][CH2:9][O:8]2)[CH:7]=[CH:6][CH:5]=[CH:4][CH:3]=1 |f:3.4.5|. Procedure: A solution of 106.12 g (1.0 mol) of benzaldehyde, 74.48 g (1.2 mol) of ethylene glycol, 500 ml of toluene and a catalytic amount of p-toluenesulfonic acid was heated at reflux in a flask equipped with a Dean-Stark trap for 1 hour and 25 minutes. The solution was cooled, treated with K2CO3, filtered, and distilled to yield 122.9 g of product; bp=163°-5° C./mm. Starting materials: C(C)OC(=O)C=1N=C(SC1)\C=C\C1=CC(=CC=C1)N ((E)-2-[2-(3-aminophenyl)ethenyl]-4-thiazolecarboxylic acid ethyl ester), C1(CC=2C(C(=O)O1)=CC=CC2)=O (homophthalic anhydride), O1CCCCC1 (tetrahydropyran). Run in C1(=CC=CC=C1)C (toluene). The product is C(C)OC(=O)C=1N=C(SC1)/C=C/C=1C=C(C=CC1)NC(CC1=C(C(=O)O)C=CC=C1)=O ((E)-2-[2-[3-[2-[4-(ethoxycarbonyl)-2-thiazolyl]ethenyl]phenylamino]-2-oxoethyl]benzoic acid). The yield is 100.6%. RXN SMILES: [CH2:1]([O:3][C:4]([C:6]1[N:7]=[C:8](/[CH:11]=[CH:12]/[C:13]2[CH:18]=[CH:17][CH:16]=[C:15]([NH2:19])[CH:14]=2)[S:9][CH:10]=1)=[O:5])[CH3:2].[C:20]1(=[O:31])[O:26][C:24](=[O:25])[C:23]2=[CH:27][CH:28]=[CH:29][CH:30]=[C:22]2[CH2:21]1.O1CCCCC1>C1(C)C=CC=CC=1>[CH2:1]([O:3][C:4]([C:6]1[N:7]=[C:8](/[CH:11]=[CH:12]/[C:13]2[CH:14]=[C:15]([NH:19][C:20](=[O:31])[CH2:21][C:22]3[CH:30]=[CH:29][CH:28]=[CH:27][C:23]=3[C:24]([OH:26])=[O:25])[CH:16]=[CH:17][CH:18]=2)[S:9][CH:10]=1)=[O:5])[CH3:2]. Reported procedure: A solution of 0.5 g of (E)-2-[2-(3-aminophenyl)ethenyl]-4-thiazolecarboxylic acid ethyl ester, 0.3 g of homophthalic anhydride, 15 ml of toluene and 5 ml of tetrahydropyran was heated to reflux for 0.5 hr. Upon cooling, a solid formed which was filtered to yield 0.8 g of (E)-2-[2-[3-[2-[4-(ethoxycarbonyl)-2-thiazolyl]ethenyl]phenylamino]-2-oxoethyl]benzoic acid; m.p. 221°-223° C. from ethanol. Starting materials: CCN(C(C)C)C(C)C, O=C(O)C1CC1, [Cl-], ClCCl, CC(=O)c1cccc(N)c1. Yields the product CC(=O)c1cccc(NC(=O)C2CC2)c1. As a reaction SMILES: [CH:11]([N:12]([CH:13]([CH3:14])[CH3:15])[CH2:16][CH3:17])([CH3:18])[CH3:19].[CH:21]1([C:24](=[O:25])[OH:26])[CH2:22][CH2:23]1.[Cl-:20].[Cl:27][CH2:28][Cl:29].[NH2:1][c:2]1[cH:3][c:4]([C:8]([CH3:9])=[O:10])[cH:5][cH:6][cH:7]1>>[NH:1]([c:2]1[cH:3][c:4]([C:8]([CH3:9])=[O:10])[cH:5][cH:6][cH:7]1)[C:24]([CH:21]1[CH2:22][CH2:23]1)=[O:25]. Reactants: CC(C)(C)[O-].[K+] (KOt-Bu), C1COCCOCCOCCOCCOCCO1 (18-crown-6), ClC1=CC=C(C=C1)C1=C(NC(=C1)C(F)(F)F)C(=O)OCC (ethyl 3-(4-chlorophenyl)-5-(trifluoromethyl)-1H-pyrrole-2-carboxylate), BrCC1=CC(=CC=C1)Cl (1-(bromomethyl)-3-chlorobenzene), OS(=O)(=O)[O-].[K+] (KHSO4). The solvent is O (H2O), C1CCOC1 (THF). Conditions: time 30 minute. The product is ClC=1C=C(CN2C(=C(C=C2C(F)(F)F)C2=CC=C(C=C2)Cl)C(=O)OCC)C=CC1 (Ethyl 1-(3-chlorobenzyl)-3-(4-chlorophenyl)-5-(trifluoromethyl)-1H-pyrrole-2-carboxylate). Reaction SMILES: CC([O-])(C)C.[K+].C1OCCOCCOCCOCCOCCOC1.[Cl:25][C:26]1[CH:31]=[CH:30][C:29]([C:32]2[CH:36]=[C:35]([C:37]([F:40])([F:39])[F:38])[NH:34][C:33]=2[C:41]([O:43][CH2:44][CH3:45])=[O:42])=[CH:28][CH:27]=1.Br[CH2:47][C:48]1[CH:53]=[CH:52][CH:51]=[C:50]([Cl:54])[CH:49]=1.OS([O-])(=O)=O.[K+]>C1COCC1.O>[Cl:54][C:50]1[CH:49]=[C:48]([CH:53]=[CH:52][CH:51]=1)[CH2:47][N:34]1[C:35]([C:37]([F:39])([F:40])[F:38])=[CH:36][C:32]([C:29]2[CH:28]=[CH:27][C:26]([Cl:25])=[CH:31][CH:30]=2)=[C:33]1[C:41]([O:43][CH2:44][CH3:45])=[O:42] |f:0.1,5.6|. Reported procedure: KOt-Bu (265 mg, 2.36 mmol) and 18-crown-6 (catalytic amount) were added to ethyl 3-(4-chlorophenyl)-5-(trifluoromethyl)-1H-pyrrole-2-carboxylate [for synthesis see ACI-06] (500 mg, 1.57 mmol) in dry THF (5 mL). The reaction mixture was stirred for 30 min. and 1-(bromomethyl)-3-chlorobenzene (647 mg, 3.15 mmol) was added to the reaction mixture. The reaction mixture was stirred at reflux temperature overnight. The reaction mixture was acidified with aqueous 1M KHSO4 (4 mL), diluted with H2O (4 mL... The reactants are C(C1=CC=CC=C1)N(CCC(CCCC)O)C (1-(Benzyl-methyl-amino)-heptan-3-ol), C(C)(C)(C)OC(N(C)CCC(CC1CCCCC1)=O)=O ((4-cyclohexyl-3-oxo-butyl)-methyl-carbamic acid tert-butyl ester). Yields the product C(C)(C)(C)OC(N(C)CCC(CC1CCCCC1)O)=O ((4-Cyclohexyl-3-hydroxy-butyl)-methyl-carbamic acid tert-butyl ester). As a reaction SMILES: C(N(C)CCC(O)CCCC)C1C=CC=CC=1.[C:18]([O:22][C:23](=[O:37])[N:24]([CH2:26][CH2:27][C:28](=[O:36])[CH2:29][CH:30]1[CH2:35][CH2:34][CH2:33][CH2:32][CH2:31]1)[CH3:25])([CH3:21])([CH3:20])[CH3:19]>>[C:18]([O:22][C:23](=[O:37])[N:24]([CH2:26][CH2:27][CH:28]([OH:36])[CH2:29][CH:30]1[CH2:31][CH2:32][CH2:33][CH2:34][CH2:35]1)[CH3:25])([CH3:21])([CH3:19])[CH3:20]. Procedure: Using a method similar to that for 1-(Benzyl-methyl-amino)-heptan-3-ol, (4-cyclohexyl-3-oxo-butyl)-methyl-carbamic acid tert-butyl ester affords the title compound: 1H NMR (CDCl3) δ 3.90-3.80 (m, 1H), 3.62-3.52 (m, 1H), 2.88-2.96 (m, 1H), 2.83 (3H), 1.80-1.60 (m, 6H), 1.56-1.32 (m, 3H), 1.47 (s, 9H), 1.31-1.08 (m, 4H), 0.98-0.77 (m, 2H), Starting materials: C(C)(=O)N1CCC2=C(C(C1)C1=CC=CC=C1)C=C(C(=C2)OC)S(=O)(=O)Cl (3-acetyl-8-chlorosulfonyl-7-methoxy-1-phenyl-2,3,4,5-tetrahydro-1H-3-benzazepine), CN (methylamine). The product is Cl (hydrochloric acid), Cl.COC1=CC2=C(C(CNCC2)C2=CC=CC=C2)C=C1S(NC)(=O)=O (7-methoxy-8-(N-methylsulfamoyl)-1-phenyl-2,3,4,5-tetrahydro-1H-3-benzazepine hydrochloride). RXN SMILES: C([N:4]1[CH2:10][CH:9]([C:11]2[CH:16]=[CH:15][CH:14]=[CH:13][CH:12]=2)[C:8]2[CH:17]=[C:18]([S:23]([Cl:26])(=[O:25])=[O:24])[C:19]([O:21][CH3:22])=[CH:20][C:7]=2[CH2:6][CH2:5]1)(=O)C.[CH3:27][NH2:28]>>[ClH:26].[ClH:26].[CH3:22][O:21][C:19]1[C:18]([S:23](=[O:24])(=[O:25])[NH:28][CH3:27])=[CH:17][C:8]2[CH:9]([C:11]3[CH:16]=[CH:15][CH:14]=[CH:13][CH:12]=3)[CH2:10][NH:4][CH2:5][CH2:6][C:7]=2[CH:20]=1 |f:3.4|. Procedure: Following the general procedure of Example 2, 3-acetyl-8-chlorosulfonyl-7-methoxy-1-phenyl-2,3,4,5-tetrahydro-1H-3-benzazepine is treated with methylamine and then with refluxing hydrochloric acid to afford 7-methoxy-8-(N-methylsulfamoyl)-1-phenyl-2,3,4,5-tetrahydro-1H-3-benzazepine hydrochloride and the methoxy compound is treated with refluxing hydrobromic acid to give 7-hydroxy-8-(N-methylsulfamoyl)-1-phenyl-2,3,4,5-tetrahydro-1H-3-benzazepine hydrobromide.